From a dataset of the Open Reaction Database (ORD), a public repository of structured organic reaction records. describe an organic reaction: reactants, conditions, products, and yield Product: C[C@@]12C=CC[C@H]1[C@@H]1CC[C@H]3C[C@H](CC[C@]3(C)[C@H]1CC2)O (5α-Androst-16-en-3β-ol). Reactants: C[C@@]12C=CC[C@H]1[C@@H]1CC[C@H]3CC(CC[C@]3(C)[C@H]1CC2)=O (5α-Androst-16-en-3-one), [BH4-].[Na+] (sodium borohydride). Solvent: C1CCOC1.CO (THF MeOH). RXN SMILES: [CH3:1][C@:2]12[CH2:19][CH2:18][C@H:17]3[C@@H:7]([CH2:8][CH2:9][C@@H:10]4[C@:15]3([CH3:16])[CH2:14][CH2:13][C:12](=[O:20])[CH2:11]4)[C@@H:6]1[CH2:5][CH:4]=[CH:3]2.[BH4-].[Na+]>C1COCC1.CO>[CH3:1][C@:2]12[CH2:19][CH2:18][C@H:17]3[C@@H:7]([CH2:8][CH2:9][C@@H:10]4[C@:15]3([CH3:16])[CH2:14][CH2:13][C@H:12]([OH:20])[CH2:11]4)[C@@H:6]1[CH2:5][CH:4]=[CH:3]2 |f:1.2,3.4|. Procedure: This synthesis is depicted in FIG. 1. Ketone 1 (500 mg, 1.84 mmol) Was reduced with sodium borohydride (d, 75 mg, 2 mmol) in THF/MeOH 5:1 (18 ml) at RT (2 h). The crude product was chromatographed on silica gel (60 g) using toluene/ethyl acetate 2:1. After traces of the axial alcohol 2 (9 mg, 2%) were observed, the pure equatorial alcohol 3 (388 mg, 77%) was eluted. An analytical sample was recrystallized from MeOH/water. M.p. 124°-125°, [a]D =+14.2° (c=1.12) ([2]: m.p. 125°-127°, [a]D17 =+11.2°... Reactants: FC=1C=CC2=C(C=CO2)C1 (5-fluorobenzofuran). The reagents and catalysts are [Pd] (palladium on carbon). Solvent: C(C)(=O)O (acetic acid). Yields the product FC=1C=CC2=C(CCO2)C1 (5-Fluoro-2,3-dihydrobenzofuran). The yield is 85.0%. Reaction SMILES: [F:1][C:2]1[CH:3]=[CH:4][C:5]2[O:9][CH:8]=[CH:7][C:6]=2[CH:10]=1>[Pd].C(O)(=O)C>[F:1][C:2]1[CH:3]=[CH:4][C:5]2[O:9][CH2:8][CH2:7][C:6]=2[CH:10]=1. Reported procedure: A solution of 5-fluorobenzofuran and 10% palladium on carbon in acetic acid (25 ml) was hydrogenated under 50 psi for 12 hours. The catalyst was filtered through celite and the celite was washed with methylene chloride (200 ml). The organic layer was washed sequentially with 1N NaOH (3×100 ml), brine (3×100 ml) and dried over anhydrous sodium sulfate and filtered. The solvent was removed under vacuum to afforded 2.59 g (85%) of product as a clear oil: 1H NMR (300 MHz, CDCl3): δ 3.12 (t, 2H, J=8.... The reactants are [OH-].[K+] (KOH), CC(=CCOC=1C=CC=2C(C3=CC=CC=C3OC2C1C(C)=O)=O)C (3-(3-methylbut -2-enyloxy)-4-acetylxanthen-9-one), C(C1=CC=CC=C1)=O (benzaldehyde). Run in C(C)O (ethanol), O (water). Yields the product CC(=CCOC=1C=CC=2C(C3=CC=CC=C3OC2C1C(C=CC1=CC=CC=C1)=O)=O)C (1-[3-(3-Methylbut-2-Enyloxy)Xanthen-9-one-4-yl]-3-Phenyl-Propen-1-one). Isolated yield 68.2%. Reaction SMILES: [OH-].[K+].[CH3:3][C:4]([CH3:26])=[CH:5][CH2:6][O:7][C:8]1[CH:9]=[CH:10][C:11]2[C:12](=[O:25])[C:13]3[C:18]([O:19][C:20]=2[C:21]=1[C:22](=[O:24])[CH3:23])=[CH:17][CH:16]=[CH:15][CH:14]=3.[CH:27](=O)[C:28]1[CH:33]=[CH:32][CH:31]=[CH:30][CH:29]=1>C(O)C.O>[CH3:3][C:4]([CH3:26])=[CH:5][CH2:6][O:7][C:8]1[CH:9]=[CH:10][C:11]2[C:12](=[O:25])[C:13]3[C:18]([O:19][C:20]=2[C:21]=1[C:22](=[O:24])[CH:23]=[CH:27][C:28]1[CH:33]=[CH:32][CH:31]=[CH:30][CH:29]=1)=[CH:17][CH:16]=[CH:15][CH:14]=3 |f:0.1|. Procedure: A solution of KOH 50% (3 ml) is added to an equimolar solution of 3-(3-methylbut -2-enyloxy)-4-acetylxanthen-9-one (2.4 g, 0.0075 mol) and benzaldehyde (0.8 g, 0.0075 mol) in ethanol 95%; the addition is performed under energetic stirring at room temperature. The reaction is left under stirring for one night and then diluted with water and acidified; the precipitate is separated by filtration and dried under vacuum. The compound is crystallized by methanol to give 2.1 g of product m.p. 116-118° ... The reactants are O=C([O-])[O-], COc1ccc(Cc2c(OC3OC(COC(C)=O)C(OC(C)=O)C(OC(C)=O)C3OC(C)=O)n[nH]c2C)cc1, CC#N, CI, [K+], [K+]. Yields the product COc1ccc(Cc2c(OC3OC(COC(C)=O)C(OC(C)=O)C(OC(C)=O)C3OC(C)=O)nn(C)c2C)cc1. As a reaction SMILES: [C:40](=[O:41])([O-:42])[O-:43].[CH3:1][O:2][c:3]1[cH:4][cH:5][c:6]([CH2:9][c:10]2[c:11]([O:16][CH:17]3[CH:18]([O:19][C:20]([CH3:21])=[O:22])[CH:23]([O:24][C:25]([CH3:26])=[O:27])[CH:28]([O:29][C:30]([CH3:31])=[O:32])[CH:33]([CH2:35][O:36][C:37]([CH3:38])=[O:39])[O:34]3)[n:12][nH:13][c:14]2[CH3:15])[cH:7][cH:8]1.[CH3:48][C:49]#[N:50].[I:46][CH3:47].[K+:44].[K+:45]>>[CH3:1][O:2][c:3]1[cH:4][cH:5][c:6]([CH2:9][c:10]2[c:11]([O:16][CH:17]3[CH:18]([O:19][C:20]([CH3:21])=[O:22])[CH:23]([O:24][C:25]([CH3:26])=[O:27])[CH:28]([O:29][C:30]([CH3:31])=[O:32])[CH:33]([CH2:35][O:36][C:37]([CH3:38])=[O:39])[O:34]3)[n:12][n:13]([CH3:40])[c:14]2[CH3:15])[cH:7][cH:8]1. Reactants: CC(=O)O[BH-](OC(C)=O)OC(C)=O, ClCCl, O=Cc1ccc(F)cc1, CSc1ccc(N)cn1, [Na+]. Product: CSc1ccc(NCc2ccc(F)cc2)cn1. As a reaction SMILES: [C:19]([O:20][BH-:21]([O:22][C:23](=[O:24])[CH3:25])[O:26][C:27](=[O:28])[CH3:29])(=[O:30])[CH3:31].[Cl:33][CH2:34][Cl:35].[F:1][c:2]1[cH:3][cH:4][c:5]([CH:6]=[O:7])[cH:8][cH:9]1.[NH2:10][c:11]1[cH:12][cH:13][c:14]([S:17][CH3:18])[n:15][cH:16]1.[Na+:32]>>[F:1][c:2]1[cH:3][cH:4][c:5]([CH2:6][NH:10][c:11]2[cH:12][cH:13][c:14]([S:17][CH3:18])[n:15][cH:16]2)[cH:8][cH:9]1.